From a dataset of the Open Reaction Database (ORD), a public repository of structured organic reaction records. describe an organic reaction: reactants, conditions, products, and yield Reactants: COc1cc(CO)cc(CBr)c1, BrC(Br)(Br)Br, ClCCl, c1ccc(P(c2ccccc2)c2ccccc2)cc1. Yields the product COc1cc(CBr)cc(CBr)c1. As a reaction SMILES: [Br:6][CH2:7][c:8]1[cH:9][c:10]([CH2:16][OH:17])[cH:11][c:12]([O:14][CH3:15])[cH:13]1.[C:1]([Br:2])([Br:3])([Br:4])[Br:5].[Cl:37][CH2:38][Cl:39].[c:18]1([P:19]([c:20]2[cH:21][cH:22][cH:23][cH:24][cH:25]2)[c:26]2[cH:27][cH:28][cH:29][cH:30][cH:31]2)[cH:32][cH:33][cH:34][cH:35][cH:36]1>>[CH2:1]([Br:5])[c:10]1[cH:9][c:8]([CH2:7][Br:6])[cH:13][c:12]([O:14][CH3:15])[cH:11]1.